Dataset: the Open Reaction Database (ORD), a public repository of structured organic reaction records. Task: describe an organic reaction: reactants, conditions, products, and yield Reactants: NC1=CC=C2C=CC(=CC2=C1)S(=O)(=O)[O-].[Na+] (sodium 7-aminonaphthalene-2-sulfonate), N(=O)[O-].[Na+] (NaNO2), CCO (EtOH), [Na+].[I-] (NaI). Solvent: O (water), Cl (HCl), O (water), O (water), Cl (HCl). Reaction conditions: temperature 0 celsius, time 1 hour. The product is IC1=CC=C2C=CC(=CC2=C1)S(=O)(=O)O (7-Iodonaphthalene-2-sulfonic acid). Isolated yield 78.9%. As a reaction SMILES: N[C:2]1[CH:11]=[C:10]2[C:5]([CH:6]=[CH:7][C:8]([S:12]([O-:15])(=[O:14])=[O:13])=[CH:9]2)=[CH:4][CH:3]=1.[Na+].N([O-])=O.[Na+].[Na+].[I-:22].CCO>O.Cl>[I:22][C:2]1[CH:11]=[C:10]2[C:5]([CH:6]=[CH:7][C:8]([S:12]([OH:15])(=[O:14])=[O:13])=[CH:9]2)=[CH:4][CH:3]=1 |f:0.1,2.3,4.5|. Reported procedure: A solution of sodium 7-aminonaphthalene-2-sulfonate (Pfaltz and Bauer, 1.00 g, 4.06 mmol) in water (6.0 mL) and conc. HCl (2.0 mL) was cooled to 0° C. A premixed solution of NaNO2 (280 mg, 4.06 mmol) in water (2.0 mL) was added slowly, maintaining the temperature close to 0° C. The reaction mixture was stirred at 0° C. for 1 h. A solution of NaI (609 mg g, 4.06 mmol) in water (3.0 mL) and conc. HCl (1.0 mL) was then added dropwise over 30 min, maintaining a temperature close to 0° C. The reactio...